Dataset: the Open Reaction Database (ORD), a public repository of structured organic reaction records. Task: describe an organic reaction: reactants, conditions, products, and yield Reactants: Cn1c(=O)[nH]c2cccnc21, [Ca+2], [Cl-], [Cl-], O=P(Cl)(Cl)Cl. Yields the product Cn1c(Cl)nc2cccnc21. RXN SMILES: [CH3:1][n:2]1[c:3](=[O:11])[nH:4][c:5]2[c:6]1[n:7][cH:8][cH:9][cH:10]2.[Ca+2:13].[Cl-:12].[Cl-:14].[P:15]([Cl:16])([Cl:17])([Cl:18])=[O:19]>>[CH3:1][n:2]1[c:3]([Cl:12])[n:4][c:5]2[c:6]1[n:7][cH:8][cH:9][cH:10]2. Reactants: ClC=1C(=NC=C(C1)Cl)N1N=C(C=C1C(=O)OCC)OCC#C (ethyl 1-(3,5-dichloropyridin-2-yl)-3-(prop-2-ynyloxy)-1H-pyrazole-5-carboxylate), CO (methanol), O (water), [OH-].[Na+] (sodium hydroxide), O (water), O (water). The solvent is CCOCC (ether). Run at time 1 hour. The product is ClC=1C(=NC=C(C1)Cl)N1N=C(C=C1C(=O)O)OCC#C (1-(3,5-dichloropyridin-2-yl)-3-(prop-2-ynyloxy)-1H-pyrazole-5-carboxylic acid). Yield: 98.3%. As a reaction SMILES: [Cl:1][C:2]1[C:3]([N:9]2[C:13]([C:14]([O:16]CC)=[O:15])=[CH:12][C:11]([O:19][CH2:20][C:21]#[CH:22])=[N:10]2)=[N:4][CH:5]=[C:6]([Cl:8])[CH:7]=1.CO.O.[OH-].[Na+]>CCOCC>[Cl:1][C:2]1[C:3]([N:9]2[C:13]([C:14]([OH:16])=[O:15])=[CH:12][C:11]([O:19][CH2:20][C:21]#[CH:22])=[N:10]2)=[N:4][CH:5]=[C:6]([Cl:8])[CH:7]=1 |f:3.4|. Procedure: To a 100 mL flask, ethyl 1-(3,5-dichloropyridin-2-yl)-3-(prop-2-ynyloxy)-1H-pyrazole-5-carboxylate (0.3 g, 0.88 mmol), methanol (10 mL), water (10 mL) and sodium hydroxide (0.04 g, 0.88 mmol) were added. The reaction mixture was stirred at room temperature for 1 hour. When reacted completely, water (40 mL) was added. The water (40 mL), ether (50 mL) were added and partitioned, acidified with concentrated hydrochloric acid to pH of 4, extracted with ethyl acetate (150 mL). The organic layer was w... Product: C(C=C)ON=C(CCC)C=1C(CC(CC1O)C1=CC=C(C=C1)C(=O)SCC)=O (2-[1-(allyloxyimino)butyl]-5-[4-(ethylthio)carbonylphenyl]-3-hydroxy-2-cyclohexen-1-one). Solvent: O1CCCC1 (tetrahydrofuran). Conditions: time 15 hour. Reported procedure: Into 20 ml og tetrahydrofuran was dissolved 2 g of 2-butyryl-5-[4-(ethylthio)carbonylphenyl]-3-hydroxy-2-cyclohexen-1-one and to the solution was added 0.8 g of allyloxyamine. The mixture was kept for 15 hours at room temperature and the solvent was distilled off from it under reduced pressure. Then, the residue was recrystallized with mixture of benzene-ligroin and 0.8 g of colorless objective crystals having a melting point of 72°-75° C. was obtained. Starting materials: C(CCC)(=O)C=1C(CC(CC1O)C1=CC=C(C=C1)C(=O)SCC)=O (2-butyryl-5-[4-(ethylthio)carbonylphenyl]-3-hydroxy-2-cyclohexen-1-one), C(C=C)ON (allyloxyamine). RXN SMILES: [C:1]([C:6]1[C:7](=[O:24])[CH2:8][CH:9]([C:13]2[CH:18]=[CH:17][C:16]([C:19]([S:21][CH2:22][CH3:23])=[O:20])=[CH:15][CH:14]=2)[CH2:10][C:11]=1[OH:12])(=O)[CH2:2][CH2:3][CH3:4].[CH2:25]([O:28][NH2:29])[CH:26]=[CH2:27]>O1CCCC1>[CH2:25]([O:28][N:29]=[C:1]([C:6]1[C:7](=[O:24])[CH2:8][CH:9]([C:13]2[CH:14]=[CH:15][C:16]([C:19]([S:21][CH2:22][CH3:23])=[O:20])=[CH:17][CH:18]=2)[CH2:10][C:11]=1[OH:12])[CH2:2][CH2:3][CH3:4])[CH:26]=[CH2:27]. Reactants: CO, [Cl-], [Cl-], [NH4+], [Na+], [Na+], COc1ccc(S(=O)(=O)n2cc(CCCCCCCCCCCCCCCCO)c3ccccc32)cc1, O=P([O-])([O-])O. The product is OCCCCCCCCCCCCCCCCc1c[nH]c2ccccc12. Reaction SMILES: [CH3:48][OH:49].[Cl-:45].[Cl-:46].[NH4+:47].[Na+:38].[Na+:39].[OH:1][CH2:2][CH2:3][CH2:4][CH2:5][CH2:6][CH2:7][CH2:8][CH2:9][CH2:10][CH2:11][CH2:12][CH2:13][CH2:14][CH2:15][CH2:16][CH2:17][c:18]1[cH:19][n:20]([S:27]([c:28]2[cH:29][cH:30][c:31]([O:32][CH3:33])[cH:34][cH:35]2)(=[O:36])=[O:37])[c:21]2[cH:22][cH:23][cH:24][cH:25][c:26]12.[OH:40][P:41](=[O:42])([O-:43])[O-:44]>>[OH:1][CH2:2][CH2:3][CH2:4][CH2:5][CH2:6][CH2:7][CH2:8][CH2:9][CH2:10][CH2:11][CH2:12][CH2:13][CH2:14][CH2:15][CH2:16][CH2:17][c:18]1[cH:19][nH:20][c:21]2[cH:22][cH:23][cH:24][cH:25][c:26]12. Starting materials: C1CCNCC1, CN(C)S(=O)(=O)c1ccc2c(c1)CC(=O)N2, CCO, O=Cc1[nH]cc2c1CCNC2=O. Yields the product CN(C)S(=O)(=O)c1ccc2c(c1)C(=Cc1[nH]cc3c1CCNC3=O)C(=O)N2. RXN SMILES: [CH2:29]1[CH2:30][CH2:31][NH:32][CH2:33][CH2:34]1.[CH3:1][N:2]([S:3](=[O:4])(=[O:5])[c:6]1[cH:7][c:8]2[c:12]([cH:13][cH:14]1)[NH:11][C:10](=[O:15])[CH2:9]2)[CH3:16].[CH3:35][CH2:36][OH:37].[O:17]=[C:18]1[NH:19][CH2:20][CH2:21][c:22]2[c:23]1[cH:24][nH:25][c:26]2[CH:27]=[O:28]>>[CH3:1][N:2]([S:3](=[O:4])(=[O:5])[c:6]1[cH:7][c:8]2[c:12]([cH:13][cH:14]1)[NH:11][C:10](=[O:15])[C:9]2=[CH:27][c:26]1[c:22]2[c:23]([cH:24][nH:25]1)[C:18](=[O:17])[NH:19][CH2:20][CH2:21]2)[CH3:16]. The reactants are C=CC#N, CN(C)C=O, CCO, O=Cc1ccco1, OCCN(CCO)CCO. The product is CC(C#N)C(=O)c1ccco1. RXN SMILES: [CH2:18]=[CH:19][C:20]#[N:21].[CH3:22][N:23]([CH3:24])[CH:25]=[O:26].[CH3:27][CH2:28][OH:29].[CH:11]([c:12]1[cH:13][cH:14][cH:15][o:16]1)=[O:17].[OH:1][CH2:2][CH2:3][N:4]([CH2:5][CH2:6][OH:7])[CH2:8][CH2:9][OH:10]>>[C:11]([c:12]1[cH:13][cH:14][cH:15][o:16]1)(=[O:17])[CH:19]([CH3:18])[C:20]#[N:21]. Starting materials: ClC1=C(C(=O)NC=2C=CC=C3C=C(C=NC23)C(=O)OCC)C(=CC=C1)Cl (8-(2,6-dichlorobenzoylamino)-3-ethoxycarbonylquinoline), [OH-].[Na+] (sodium hydroxide). Solvent: O1CCCC1 (tetrahydrofuran). Reaction conditions: temperature 50 celsius, time 6 hour. Product: C(=O)(O)C=1C=NC2=C(C=CC=C2C1)NC(C1=C(C=CC=C1Cl)Cl)=O (3-carboxy-8-(2,6-dichlorobenzoylamino)quinoline). The yield is 90.2%. Reaction SMILES: [Cl:1][C:2]1[CH:25]=[CH:24][CH:23]=[C:22]([Cl:26])[C:3]=1[C:4]([NH:6][C:7]1[CH:8]=[CH:9][CH:10]=[C:11]2[C:16]=1[N:15]=[CH:14][C:13]([C:17]([O:19]CC)=[O:18])=[CH:12]2)=[O:5].[OH-].[Na+]>O1CCCC1>[C:17]([C:13]1[CH:14]=[N:15][C:16]2[C:11]([CH:12]=1)=[CH:10][CH:9]=[CH:8][C:7]=2[NH:6][C:4](=[O:5])[C:3]1[C:2]([Cl:1])=[CH:25][CH:24]=[CH:23][C:22]=1[Cl:26])([OH:19])=[O:18] |f:1.2|. Reported procedure: A mixture of 8-(2,6-dichlorobenzoylamino)-3-ethoxycarbonylquinoline (300 mg), 1N sodium hydroxide solution (1.95 ml) in tetrahydrofuran (10 ml) was stirred for 6 hours at 50° C. The mixture was concentrated in vacuo, and water was added to the residue. The solution was washed with diethyl ether, and the aqueous layer was adjusted to pH 3 with 1N hydrochloric acid. The resulting precipitate was collected by filtration and washed with water to give 3-carboxy-8-(2,6-dichlorobenzoylamino)quinoline (... Starting materials: CC(C)(C)OC(=O)N1CCCC1=O, CC(=O)O, C1CCOC1, C1CCOC1, CCCCCCC, CCc1ccccc1, CC(C)[N-]C(C)C, O=C(Cl)C1CCCC1, [Li+], O. Product: CC(C)(C)OC(=O)N1CCC(C(=O)C2CCCC2)C1=O. RXN SMILES: [C:1]([CH3:2])([CH3:3])([CH3:4])[O:5][C:6](=[O:7])[N:8]1[C:9](=[O:13])[CH2:10][CH2:11][CH2:12]1.[C:55]([OH:56])(=[O:57])[CH3:58].[CH2:14]1[O:15][CH2:16][CH2:17][CH2:18]1.[CH2:42]1[O:43][CH2:44][CH2:45][CH2:46]1.[CH3:35][CH2:36][CH2:37][CH2:38][CH2:39][CH2:40][CH3:41].[CH3:47][CH2:48][c:49]1[cH:50][cH:51][cH:52][cH:53][cH:54]1.[CH:19]([N-:20][CH:21]([CH3:22])[CH3:23])([CH3:24])[CH3:25].[CH:27]1([C:32](=[O:33])[Cl:34])[CH2:28][CH2:29][CH2:30][CH2:31]1.[Li+:26].[OH2:59]>>[C:1]([CH3:2])([CH3:3])([CH3:4])[O:5][C:6](=[O:7])[N:8]1[C:9](=[O:13])[CH:10]([C:32]([CH:27]2[CH2:28][CH2:29][CH2:30][CH2:31]2)=[O:33])[CH2:11][CH2:12]1. The reactants are C1CCOC1, Cl, COc1c(-c2ccsc2)c(=O)c2ccc(Cl)cc2[nH]c1=O. Product: O=c1[nH]c2cc(Cl)ccc2c(=O)c(-c2ccsc2)c1O. RXN SMILES: [CH2:23]1[O:24][CH2:25][CH2:26][CH2:27]1.[ClH:22].[s:1]1[cH:2][c:3](-[c:6]2[c:7](=[O:21])[c:8]3[c:9]([nH:10][c:11](=[O:15])[c:12]2[O:13][CH3:14])[cH:16][c:17]([Cl:20])[cH:18][cH:19]3)[cH:4][cH:5]1>>[s:1]1[cH:2][c:3](-[c:6]2[c:7](=[O:21])[c:8]3[c:9]([nH:10][c:11](=[O:15])[c:12]2[OH:13])[cH:16][c:17]([Cl:20])[cH:18][cH:19]3)[cH:4][cH:5]1.